The task is: describe an organic reaction: reactants, conditions, products, and yield. This data is from the Open Reaction Database (ORD), a public repository of structured organic reaction records. Reactants: C1CCOC1, CCN, CO, CC1(c2ccccc2)CCc2c(Cl)nc(Cl)nc21. Yields the product CCNc1nc(Cl)nc2c1CCC2(C)c1ccccc1. Reaction SMILES: [CH2:22]1[O:23][CH2:24][CH2:25][CH2:26]1.[CH3:19][CH2:20][NH2:21].[CH3:27][OH:28].[Cl:1][c:2]1[n:3][c:4]([Cl:18])[c:5]2[c:6]([n:7]1)[C:8]([c:11]1[cH:12][cH:13][cH:14][cH:15][cH:16]1)([CH3:17])[CH2:9][CH2:10]2>>[Cl:1][c:2]1[n:3][c:4]([NH:21][CH2:20][CH3:19])[c:5]2[c:6]([n:7]1)[C:8]([c:11]1[cH:12][cH:13][cH:14][cH:15][cH:16]1)([CH3:17])[CH2:9][CH2:10]2. The reactants are CC=1N(C(=CC1)C)C1=NN2C(C(OCC2)C)=C1 (2-(2,5-Dimethyl-1H-pyrrol-1-yl)-4-methyl-6,7-dihydro-4H-pyrazolo[5,1-c][1,4]oxazine), Cl.NO (hydroxylamine hydrochloride). Run in C(C)O (ethanol). Yields the product CC1OCCN2C1=CC(=N2)N (4-Methyl-6,7-dihydro-4H-pyrazolo[5,1-c][1,4]oxazin-2-amine). The yield is 8.2%. Reaction SMILES: CC1[N:3]([C:8]2[CH:17]=[C:11]3[CH:12]([CH3:16])[O:13][CH2:14][CH2:15][N:10]3[N:9]=2)C(C)=CC=1.Cl.NO>C(O)C>[CH3:16][CH:12]1[C:11]2=[CH:17][C:8]([NH2:3])=[N:9][N:10]2[CH2:15][CH2:14][O:13]1 |f:1.2|. Reported procedure: A 100-mL round-bottomed flask equipped with a magnetic stirrer and a reflux condenser was charged with 150g (550 mg, 1.0 eq., 2.38 mmol), hydroxylamine hydrochloride (827 mg, 5.0 eq., 11.9 mmol), and ethanol (30 mL). The mixture was refluxed for 2 days. It was then cooled to room temperature and filtered. The filtrate was concentrated under reduced pressure. The residue was purified by reverse-phase prep-HPLC to afford 150h (30 mg, 8%) as a yellow oil. MS-ESI: [M+H]+ 154.1. 1H NMR (500 MHz, CDCl... Starting materials: N1CC(C1)O (azetidin-3-ol), BrC1=CC=CC=C1 (bromobenzene), C(C)(C)(C)P(C1=C(C=CC=C1)C1=CC=CC=C1)C(C)(C)C (2-(di-tert-butylphosphino)biphenyl), CC(C)(C)[O-].[Na+] (NaOtBu). Reagents/catalysts: CC(=O)[O-].CC(=O)[O-].[Pd+2] (Pd(OAc)2). Solvent: C1(=CC=CC=C1)C (toluene). Conditions: temperature 100 celsius. The product is C1(=CC=CC=C1)N1CC(C1)O (1-phenyl-azetidin-3-ol). Isolated yield 5.0%. RXN SMILES: [NH:1]1[CH2:4][CH:3]([OH:5])[CH2:2]1.Br[C:7]1[CH:12]=[CH:11][CH:10]=[CH:9][CH:8]=1.C(P(C(C)(C)C)C1C=CC=CC=1C1C=CC=CC=1)(C)(C)C.CC([O-])(C)C.[Na+]>C1(C)C=CC=CC=1.CC([O-])=O.CC([O-])=O.[Pd+2]>[C:7]1([N:1]2[CH2:4][CH:3]([OH:5])[CH2:2]2)[CH:12]=[CH:11][CH:10]=[CH:9][CH:8]=1 |f:3.4,6.7.8|. Reported procedure: The mixture of azetidin-3-ol (2 mmol), bromobenzene (2 mmol), Pd(OAc)2 (0.1 mmol), 2-(di-tert-butylphosphino)biphenyl (0.2 mmol) and NaOtBu (3 mmol) in toluene (3 mL) was heated at 100° C. for 1 h. The mixture was cooled to rt and purified via PTLC providing the title compound (15 mg). The reactants are CNC(SC)=C(C#N)C#N, CC#N, NCCCCc1ncccc1Cl. The product is CNC(NCCCCc1ncccc1Cl)=C(C#N)C#N. Reaction SMILES: [C:13](#[N:14])[C:15](=[C:16]([NH:17][CH3:18])[S:19][CH3:20])[C:21]#[N:22].[CH3:23][C:24]#[N:25].[Cl:1][c:2]1[c:3]([CH2:8][CH2:9][CH2:10][CH2:11][NH2:12])[n:4][cH:5][cH:6][cH:7]1>>[Cl:1][c:2]1[c:3]([CH2:8][CH2:9][CH2:10][CH2:11][NH:12][C:16](=[C:15]([C:13]#[N:14])[C:21]#[N:22])[NH:17][CH3:18])[n:4][cH:5][cH:6][cH:7]1. Starting materials: C, COC(=O)CCN1CCN(CCCOc2ccc(C(=N)NC(=O)OCc3ccccc3)cc2)C(=O)C1=O, CN(C)C=O, Cl, [Pd]. The product is Cl, COC(=O)CCN1CCN(CCCOc2ccc(C(=N)N)cc2)C(=O)C1=O. RXN SMILES: [C:44].[CH2:1]([O:2][C:3](=[O:4])[NH:11][C:12]([c:13]1[cH:14][cH:15][c:16]([O:17][CH2:18][CH2:19][CH2:20][N:21]2[C:22](=[O:34])[C:23](=[O:33])[N:24]([CH2:27][CH2:28][C:29](=[O:30])[O:31][CH3:32])[CH2:25][CH2:26]2)[cH:35][cH:36]1)=[NH:37])[c:5]1[cH:6][cH:7][cH:8][cH:9][cH:10]1.[CH3:39][N:40]([CH3:41])[CH:42]=[O:43].[ClH:38].[Pd:45]>>[ClH:38].[NH:11]=[C:12]([c:13]1[cH:14][cH:15][c:16]([O:17][CH2:18][CH2:19][CH2:20][N:21]2[C:22](=[O:34])[C:23](=[O:33])[N:24]([CH2:27][CH2:28][C:29](=[O:30])[O:31][CH3:32])[CH2:25][CH2:26]2)[cH:35][cH:36]1)[NH2:37].